This data is from the Open Reaction Database (ORD), a public repository of structured organic reaction records. The task is: describe an organic reaction: reactants, conditions, products, and yield Reactants: C1(=CC=C(C=C1)S(=O)(=O)O)C (para toluenesulphonic acid), CC1(C(NC2=CC=CC=C12)=O)C (3,3-Dimethyl-1,3-dihydro-2H-indol-2-one), [H-].[Na+] (Sodium hydride), ClCCOC1OCCCC1 (2-(2-Chloroethoxy)tetrahydro-2H-pyran), [I-].[Na+] (sodium iodide). Run in CN(C=O)C (dimethylformamide), O (Water). Run at temperature 75 celsius. The product is CC1(C(N(C2=CC=CC=C12)CCO)=O)C (3,3-dimethyl-1-(2-hydroxy-1-ethyl)-1,3-dihydro-2H-indol-2-one). As a reaction SMILES: [CH3:1][C:2]1([CH3:12])[C:10]2[C:5](=[CH:6][CH:7]=[CH:8][CH:9]=2)[NH:4][C:3]1=[O:11].[H-].[Na+].Cl[CH2:16][CH2:17][O:18]C1CCCCO1.[I-].[Na+].C1(C)C=CC(S(O)(=O)=O)=CC=1>CN(C)C=O.O>[CH3:1][C:2]1([CH3:12])[C:10]2[C:5](=[CH:6][CH:7]=[CH:8][CH:9]=2)[N:4]([CH2:16][CH2:17][OH:18])[C:3]1=[O:11] |f:1.2,4.5|. Reported procedure: 3,3-Dimethyl-1,3-dihydro-2H-indol-2-one (6.3 g, 40 mmol) was dissolved in dry dimethylformamide under nitrogen at room temperature. Sodium hydride (60% dispersion in mineral oil, 1.8 g, 45 mmol) was added and the mixture was stirred until gas evolution ceased. 2-(2-Chloroethoxy)tetrahydro-2H-pyran (7.5 g, 42 mmol) and sodium iodide (0.6 g, 4 mmol) was added and the mixture was warmed to 75° C. for 15 hours. Water was added and the mixture was concentrated under reduced pressure. The residue was ... The reactants are CC(C)N, CC(C)(C)[O-], Fc1ccc(-n2ncnc2-c2cc3c(s2)-c2nc(Cl)ccc2OCC3)c(F)c1, CC(=O)[O-], CC(=O)[O-], C1COCCO1, [Pd+2]. Product: CC(C)Nc1ccc2c(n1)-c1sc(-c3ncnn3-c3ccc(F)cc3F)cc1CCO2. Reaction SMILES: [CH3:29][CH:30]([CH3:31])[NH2:32].[CH3:33][C:34]([CH3:35])([O-:36])[CH3:37].[Cl:1][c:2]1[cH:3][cH:4][c:5]2[c:6]([n:28]1)-[c:7]1[s:8][c:9](-[c:15]3[n:16](-[c:20]4[c:21]([F:27])[cH:22][c:23]([F:26])[cH:24][cH:25]4)[n:17][cH:18][n:19]3)[cH:10][c:11]1[CH2:12][CH2:13][O:14]2.[O-:45][C:46]([CH3:47])=[O:48].[O-:49][C:50]([CH3:51])=[O:52].[O:38]1[CH2:39][CH2:40][O:41][CH2:42][CH2:43]1.[Pd+2:44]>>[c:2]1([NH:32][CH:30]([CH3:29])[CH3:31])[cH:3][cH:4][c:5]2[c:6]([n:28]1)-[c:7]1[s:8][c:9](-[c:15]3[n:16](-[c:20]4[c:21]([F:27])[cH:22][c:23]([F:26])[cH:24][cH:25]4)[n:17][cH:18][n:19]3)[cH:10][c:11]1[CH2:12][CH2:13][O:14]2. RXN SMILES: [CH3:1][C:2]1[C:10]2[C:5](=[CH:6][CH:7]=[C:8]([CH3:11])[CH:9]=2)[CH2:4][C:3]=1[C:12]([OH:14])=O.S(Cl)([Cl:17])=O>>[CH3:1][C:2]1[C:10]2[C:5](=[CH:6][CH:7]=[C:8]([CH3:11])[CH:9]=2)[CH2:4][C:3]=1[C:12]([Cl:17])=[O:14]. The reactants are CC1=C(CC2=CC=C(C=C12)C)C(=O)O (3,5-Dimethyl-indene-2-carboxylic acid), acid chloride, S(=O)(Cl)Cl (thionyl chloride). Yields the product CC1=C(CC2=CC=C(C=C12)C)C(=O)Cl (3,5-Dimethyl-indene-2-carboxylic acid chloride). Procedure: 3,5-Dimethyl-indene-2-carboxylic acid (37.3 g) is converted to its acid chloride by treatment with thionyl chloride (580 ml). Excess thionyl chloride is distilled off. Yield 40.5 g, 99%. Starting materials: NC1=NC(=NC(=C1CCC)CN1C(=NC=C1)C1=NC(=CC=C1)F)C (4-amino-6-[2-(6-fluoro-pyridin-2-yl)-imidazol-1-ylmethyl]-2-methyl-5-propyl-pyrimidine), ClCC=O (chloroacetaldehyde). The solvent is CN(C)C=O (DMF). Product: FC1=CC=CC(=N1)C=1N(C=CN1)CC1=C(C=2N(C(=N1)C)C=CN2)CCC (7-[2-(6-fluoro-pyridin-2-yl)-imidazol-1-ylmethyl]-5-methyl-8-propyl-imidazo[1,2-c]pyrimidine). Reaction SMILES: [NH2:1][C:2]1[C:7]([CH2:8][CH2:9][CH3:10])=[C:6]([CH2:11][N:12]2[CH:16]=[CH:15][N:14]=[C:13]2[C:17]2[CH:22]=[CH:21][CH:20]=[C:19]([F:23])[N:18]=2)[N:5]=[C:4]([CH3:24])[N:3]=1.Cl[CH2:26][CH:27]=O>CN(C=O)C>[F:23][C:19]1[N:18]=[C:17]([C:13]2[N:12]([CH2:11][C:6]3[N:5]=[C:4]([CH3:24])[N:3]4[CH:26]=[CH:27][N:1]=[C:2]4[C:7]=3[CH2:8][CH2:9][CH3:10])[CH:16]=[CH:15][N:14]=2)[CH:22]=[CH:21][CH:20]=1. Procedure: A solution of 126 (1.2 mmol) and chloroacetaldehyde (1 mL) in DMF (10 ml) is heated at 70° C. in a sealed tube overnight. The solvent is removed in vacuo and water (15 ml) and EtOAc (15 ml) are added to the residue. The layers are separated and the aqueous layer is extracted with EtOAc (15 ml). The combined extracts are washed with brine (15 ml), dried (Na2SO4) and evaporated. PTLC separation of the residue with 10% MeOH in CH2Cl2 provides the title compound (119) as a white solid; LC-MS, M+1 35...